Dataset: the Open Reaction Database (ORD), a public repository of structured organic reaction records. Task: describe an organic reaction: reactants, conditions, products, and yield The product is CCCC(=O)c1cc2c(=O)c(C(=O)OCC)cn(CC)c2cc1C. Reactants: CCCC(=O)c1cc2c(=O)c(C(=O)OCC)c[nH]c2cc1C, CCI, CN(C)C=O, [H-], [Na+]. Reaction SMILES: [CH2:1]([CH3:2])[O:3][C:4](=[O:5])[c:6]1[cH:7][nH:8][c:9]2[cH:10][c:11]([CH3:22])[c:12]([C:17]([CH2:18][CH2:19][CH3:20])=[O:21])[cH:13][c:14]2[c:15]1=[O:16].[CH2:23]([CH3:24])[I:25].[CH3:26][N:27]([CH3:28])[CH:29]=[O:30].[H-:31].[Na+:32]>>[CH2:1]([CH3:2])[O:3][C:4](=[O:5])[c:6]1[cH:7][n:8]([CH2:23][CH3:24])[c:9]2[cH:10][c:11]([CH3:22])[c:12]([C:17]([CH2:18][CH2:19][CH3:20])=[O:21])[cH:13][c:14]2[c:15]1=[O:16]. Reactants: OC=1C=C(C=CC1)C1=C(SC(=C1C)C1=CC=C(C=C1)O)C=NO (3-(3-hydroxyphenyl)-5-(4-hydroxyphenyl)-4-methylthiophene-2-carbaldehyde oxime), Cl.[NH+]1=CC=CC=C1 (pyridinium hydrochloride), C(C)(=O)OCC (ethyl acetate). The solvent is C(C)(=O)OCC.CCCCCC (ethyl acetate hexane). Reaction conditions: temperature 200 celsius, time 2 hour. The product is OC=1C=C(C=CC1)C1=C(SC(=C1C)C1=CC=C(C=C1)O)C#N (3-(3-Hydroxyphenyl)-5-(4-hydroxyphenyl)-4-methylthiophene-2-carbonitrile). Yield: 52.3%. As a reaction SMILES: [OH:1][C:2]1[CH:3]=[C:4]([C:8]2[C:12]([CH3:13])=[C:11]([C:14]3[CH:19]=[CH:18][C:17]([OH:20])=[CH:16][CH:15]=3)[S:10][C:9]=2[CH:21]=[N:22]O)[CH:5]=[CH:6][CH:7]=1.Cl.[NH+]1C=CC=CC=1.C(OCC)(=O)C>C(OCC)(=O)C.CCCCCC>[OH:1][C:2]1[CH:3]=[C:4]([C:8]2[C:12]([CH3:13])=[C:11]([C:14]3[CH:19]=[CH:18][C:17]([OH:20])=[CH:16][CH:15]=3)[S:10][C:9]=2[C:21]#[N:22])[CH:5]=[CH:6][CH:7]=1 |f:1.2,4.5|. Reported procedure: A mixture of 3-(3-hydroxyphenyl)-5-(4-hydroxyphenyl)-4-methylthiophene-2-carbaldehyde oxime (0.76 g, 2.3 mmol) and pyridinium hydrochloride (2.7 g, 23 mmol) was heated at 195-205° C. in a 200 mL round bottom flask fitted with a 250 mL bump trap. After 2 h, the reaction mixture was cooled to 23° C. and taken up in a minimum of ethyl acetate (100 mL). The organic phase was washed with water (2×50 mL), saturated aqueous NaHCO3 (50 mL) and brine (50 mL), dried (Na2SO4) and concentrated in vacuo to g...